This data is from the Open Reaction Database (ORD), a public repository of structured organic reaction records. The task is: describe an organic reaction: reactants, conditions, products, and yield The reactants are ClC1=CC=C(C=C1)C1=NN(C(=C1)O)C1=NC=CC(=C1)C#N (2-[3-(4-chlorophenyl)-5-hydroxypyrazol-1-yl]pyridine-4-carbonitrile), [OH-].[Na+] (NaOH), O (water), Cl (HCl). Solvent: CCO (EtOH), CCO (EtOH). Run at temperature 90 celsius, time 2 hour. The product is ClC1=CC=C(C=C1)C1=NN(C(=C1)O)C1=NC=CC(=C1)C(=O)O (2-[3-(4-chlorophenyl)-5-hydroxypyrazol-1-yl]pyridine-4-carboxylic acid). Isolated yield 75.0%. RXN SMILES: [Cl:1][C:2]1[CH:7]=[CH:6][C:5]([C:8]2[CH:12]=[C:11]([OH:13])[N:10]([C:14]3[CH:19]=[C:18]([C:20]#N)[CH:17]=[CH:16][N:15]=3)[N:9]=2)=[CH:4][CH:3]=1.[OH-:22].[Na+].Cl.[OH2:25]>CCO>[Cl:1][C:2]1[CH:7]=[CH:6][C:5]([C:8]2[CH:12]=[C:11]([OH:13])[N:10]([C:14]3[CH:19]=[C:18]([C:20]([OH:25])=[O:22])[CH:17]=[CH:16][N:15]=3)[N:9]=2)=[CH:4][CH:3]=1 |f:1.2|. Procedure: To a solution of 2-[3-(4-chlorophenyl)-5-hydroxypyrazol-1-yl]pyridine-4-carbonitrile (250 mg, 0.85 mmol) in EtOH (10 mL) and water (5 mL) was added NaOH (168 mg, 4.2 mmol) at r.t. The reaction mixture was stirred at 90° C. for 2 h. Removed EtOH, acidified with 1N HCl to pH 5, filtered, washed with ethyl acetate (5 mL) to give the title compound (200 mg, 75%) as a brown solid. 1H NMR (400 MHz, DMSO-d6): δ 6.20 (1H, s), 7.50 (2H, d, J=8.4 Hz), 7.76 (1H, d, J=4.0 Hz), 7.91 (2H, d, J=8.4 Hz), 8.26 (... Starting materials: CC(C)(C)Oc1ccc(CC(NC(=O)OCc2ccccc2)C(O)C(O)C(Cc2ccc(OC(C)(C)C)cc2)NC(=O)OCc2ccccc2)cc1, COC(C)(C)OC, CC(C)=O, Cc1ccc(S(=O)(=O)[O-])cc1, c1cc[nH+]cc1. Yields the product CC(C)(C)Oc1ccc(CC(NC(=O)OCc2ccccc2)C2OC(C)(C)OC2C(Cc2ccc(OC(C)(C)C)cc2)NC(=O)OCc2ccccc2)cc1. Reaction SMILES: [CH2:1]([c:2]1[cH:3][cH:4][cH:5][cH:6][cH:7]1)[O:8][C:9]([NH:10][CH:11]([CH:12]([CH:13]([CH:14]([CH2:15][c:16]1[cH:17][cH:18][c:19]([O:22][C:23]([CH3:24])([CH3:25])[CH3:26])[cH:20][cH:21]1)[NH:27][C:28](=[O:29])[O:30][CH2:31][c:32]1[cH:33][cH:34][cH:35][cH:36][cH:37]1)[OH:38])[OH:39])[CH2:40][c:41]1[cH:42][cH:43][c:44]([O:47][C:48]([CH3:49])([CH3:50])[CH3:51])[cH:45][cH:46]1)=[O:52].[CH3:53][O:54][C:55]([CH3:56])([CH3:57])[O:58][CH3:59].[CH3:77][C:78](=[O:79])[CH3:80].[c:60]1([CH3:61])[cH:62][cH:63][c:64]([S:65]([O-:66])(=[O:67])=[O:68])[cH:69][cH:70]1.[nH+:71]1[cH:72][cH:73][cH:74][cH:75][cH:76]1>>[CH2:1]([c:2]1[cH:3][cH:4][cH:5][cH:6][cH:7]1)[O:8][C:9]([NH:10][CH:11]([CH:12]1[CH:13]([CH:14]([CH2:15][c:16]2[cH:17][cH:18][c:19]([O:22][C:23]([CH3:24])([CH3:25])[CH3:26])[cH:20][cH:21]2)[NH:27][C:28](=[O:29])[O:30][CH2:31][c:32]2[cH:33][cH:34][cH:35][cH:36][cH:37]2)[O:38][C:55]([CH3:56])([CH3:57])[O:39]1)[CH2:40][c:41]1[cH:42][cH:43][c:44]([O:47][C:48]([CH3:49])([CH3:50])[CH3:51])[cH:45][cH:46]1)=[O:52]. Reactants: [BH4-], ClCCl, CO, [Na+], CC12CCC3C(CCC4CC5OC5CC43C)C1CC(N1CCCC1)C2=O. Yields the product CC12CC3OC3CC1CCC1C2CCC2(C)C(O)C(N3CCCC3)CC12. As a reaction SMILES: [BH4-:27].[CH2:31]([Cl:32])[Cl:33].[CH3:29][OH:30].[Na+:28].[O:1]1[CH:2]2[CH:3]1[CH2:4][CH:5]1[CH2:6][CH2:7][CH:8]3[CH:9]4[CH2:10][CH:11]([N:22]5[CH2:23][CH2:24][CH2:25][CH2:26]5)[C:12](=[O:21])[C:13]4([CH3:14])[CH2:15][CH2:16][CH:17]3[C:18]1([CH3:20])[CH2:19]2>>[O:1]1[CH:2]2[CH:3]1[CH2:4][CH:5]1[CH2:6][CH2:7][CH:8]3[CH:9]4[CH2:10][CH:11]([N:22]5[CH2:23][CH2:24][CH2:25][CH2:26]5)[CH:12]([OH:21])[C:13]4([CH3:14])[CH2:15][CH2:16][CH:17]3[C:18]1([CH3:20])[CH2:19]2. The reactants are C1CCOC1, CO, COC(=O)c1ccc(Oc2cccc(C(F)(F)F)c2)cc1, [Li+], [OH-], O, O=C(O)CC(O)(CC(=O)O)C(=O)O. Yields the product O=C(O)c1ccc(Oc2cccc(C(F)(F)F)c2)cc1. As a reaction SMILES: [CH2:37]1[O:38][CH2:39][CH2:40][CH2:41]1.[CH3:42][OH:43].[F:1][C:2]([c:3]1[cH:4][c:5]([O:6][c:7]2[cH:8][cH:9][c:10]([C:11](=[O:12])[O:13][CH3:14])[cH:15][cH:16]2)[cH:17][cH:18][cH:19]1)([F:20])[F:21].[Li+:23].[OH-:22].[OH2:44].[OH:24][C:25]([CH2:26][C:27]([C:28](=[O:29])[OH:30])([CH2:31][C:32](=[O:33])[OH:34])[OH:35])=[O:36]>>[F:1][C:2]([c:3]1[cH:4][c:5]([O:6][c:7]2[cH:8][cH:9][c:10]([C:11](=[O:12])[OH:13])[cH:15][cH:16]2)[cH:17][cH:18][cH:19]1)([F:20])[F:21]. The product is CCOC(=O)C1(c2ccc(-c3ccc(-c4onc(C)c4NC(=O)OC(C)c4ccccc4)cc3)cc2)CCC1. As a reaction SMILES: [CH2:26]([CH3:27])[O:28][C:29](=[O:30])[C:31]1([c:35]2[cH:36][cH:37][c:38]([B:41]3[O:42][C:43]([CH3:44])([CH3:45])[C:46]([CH3:47])([CH3:48])[O:49]3)[cH:39][cH:40]2)[CH2:32][CH2:33][CH2:34]1.[c:1]1([CH:7]([CH3:8])[O:9][C:10]([NH:11][c:12]2[c:13]([CH3:24])[n:14][o:15][c:16]2-[c:17]2[cH:18][cH:19][c:20]([Br:23])[cH:21][cH:22]2)=[O:25])[cH:2][cH:3][cH:4][cH:5][cH:6]1>>[c:1]1([CH:7]([CH3:8])[O:9][C:10]([NH:11][c:12]2[c:13]([CH3:24])[n:14][o:15][c:16]2-[c:17]2[cH:18][cH:19][c:20](-[c:38]3[cH:37][cH:36][c:35]([C:31]4([C:29]([O:28][CH2:26][CH3:27])=[O:30])[CH2:32][CH2:33][CH2:34]4)[cH:40][cH:39]3)[cH:21][cH:22]2)=[O:25])[cH:2][cH:3][cH:4][cH:5][cH:6]1. Starting materials: CCOC(=O)C1(c2ccc(B3OC(C)(C)C(C)(C)O3)cc2)CCC1, Cc1noc(-c2ccc(Br)cc2)c1NC(=O)OC(C)c1ccccc1.